From a dataset of the Open Reaction Database (ORD), a public repository of structured organic reaction records. describe an organic reaction: reactants, conditions, products, and yield Reactants: C1(=CC=CC=C1)C1(CC=CC1)C(=O)OC (methyl 1-phenylcyclopent-3-enecarboxylate), [H-].[Al+3].[Li+].[H-].[H-].[H-] (lithium aluminum hydride). Run in CCOCC (ether). Run at temperature 0 celsius, time 30 minute. Yields the product C1(=CC=CC=C1)C1(CC=CC1)CO ((1-Phenylcyclopent-3-enyl)methanol). The yield is 100.1%. Reaction SMILES: [C:1]1([C:7]2([C:12](OC)=[O:13])[CH2:11][CH:10]=[CH:9][CH2:8]2)[CH:6]=[CH:5][CH:4]=[CH:3][CH:2]=1.[H-].[Al+3].[Li+].[H-].[H-].[H-]>CCOCC>[C:1]1([C:7]2([CH2:12][OH:13])[CH2:11][CH:10]=[CH:9][CH2:8]2)[CH:6]=[CH:5][CH:4]=[CH:3][CH:2]=1 |f:1.2.3.4.5.6|. Reported procedure: To a solution of methyl 1-phenylcyclopent-3-enecarboxylate (298 mg) in ether (10 mL) at 0° C. was added lithium aluminum hydride (1.0 M solution in ether, 1.48 mL), and the resulting suspension was stirred at 0° C. for 30 min. The reaction was quenched with saturated sodium sulfate and then diluted with ether (100 mL). Anhydrous sodium sulfate was added, and the ether solution was filtered. The filtrate was evaporated in vacuo to give the title compound as an oil (257 mg). 1H NMR (400 MHz, CDCl3...